Dataset: the Open Reaction Database (ORD), a public repository of structured organic reaction records. Task: describe an organic reaction: reactants, conditions, products, and yield Reactants: BrC=1SC(=CC1CC(=O)OC)C(C1=CC(=C(C=C1)C#CC1=CC=CC=C1)[N+](=O)[O-])=O (Methyl 2-(2-bromo-5-(3-nitro-4-(phenylethynyl)benzoyl)thiophen-3-yl)acetate), stannous chloride dihydrate, C(=O)(O)[O-].[Na+] (NaHCO3). Solvent: CCOC(=O)C (EtOAc). Product: desired intermediate, BrC=1SC(=CC1CC(=O)OC)C(C1=CC(=C(C=C1)C#CC1=CC=CC=C1)N)=O (methyl (2-bromo-5-(3-amino-4-(phenylethynyl)benzoyl)thiophen-3-yl)acetate). The yield is 92.4%. As a reaction SMILES: [Br:1][C:2]1[S:3][C:4]([C:12](=[O:30])[C:13]2[CH:18]=[CH:17][C:16]([C:19]#[C:20][C:21]3[CH:26]=[CH:25][CH:24]=[CH:23][CH:22]=3)=[C:15]([N+:27]([O-])=O)[CH:14]=2)=[CH:5][C:6]=1[CH2:7][C:8]([O:10][CH3:11])=[O:9].C([O-])(O)=O.[Na+]>CCOC(C)=O>[Br:1][C:2]1[S:3][C:4]([C:12](=[O:30])[C:13]2[CH:18]=[CH:17][C:16]([C:19]#[C:20][C:21]3[CH:22]=[CH:23][CH:24]=[CH:25][CH:26]=3)=[C:15]([NH2:27])[CH:14]=2)=[CH:5][C:6]=1[CH2:7][C:8]([O:10][CH3:11])=[O:9] |f:1.2|. Procedure details: To a solution of 3 (25 mg, 0.05 mmol) in EtOAc (5 mL) was added stannous chloride dihydrate (58 mg, 0.26 mmol). The resulting mixture was refluxed for one hour under N2. The reaction mixture was poured onto ice (5 g), and basified with a saturated NaHCO3 solution to pH 8. The white milky mixture was filtered through a Celite pad to remove tin oxides. The organic layer from the filtrate was dried over MgSO4, filtered, and then concentrated in vacuo. MPLC purification (Hex:EtOAc/4:1) of the crude ... Starting materials: ClC1=CC=CC(=[N+]1[O-])C (6-chloro-2-methylpyridine-N-oxide), C(C)(=O)OC(C)=O (acetic anhydride), C([O-])(O)=O.[Na+] (sodium bicarbonate). Run in C(C)(=O)OCC (ethyl acetate). Product: C(C)(=O)OCC1=NC(=CC=C1)Cl (2-acetoxymethyl-6-chloropyridine). RXN SMILES: [Cl:1][C:2]1[N+:7]([O-])=[C:6]([CH3:9])[CH:5]=[CH:4][CH:3]=1.C(=O)(O)[O-].[Na+].[C:15]([O:18]C(=O)C)(=[O:17])[CH3:16]>C(OCC)(=O)C>[C:15]([O:18][CH2:9][C:6]1[CH:5]=[CH:4][CH:3]=[C:2]([Cl:1])[N:7]=1)(=[O:17])[CH3:16] |f:1.2|. Reported procedure: A solution of the 6-chloro-2-methylpyridine-N-oxide prepared in step 1 in 750 mL acetic anhydride was heated at reflux overnight. The reaction was cooled to ambient temperature and poured into saturated aqueous sodium bicarbonate. The mixture was diluted with ethyl acetate and filtered through celite. The layers were separated and the aqueous phase was extracted with ethyl acetate. The combined extracts were dried over magnesium sulfate and concentrated. The residue was azeotroped with benzene t... Reactants: CSc1ccc(O)c(F)c1, CCOC(=O)N=NC(=O)OCC, C1CCOC1, O, CC(C)(C)OC(=O)N1CCC(O)CC1, c1ccc(P(c2ccccc2)c2ccccc2)cc1. Product: CSc1ccc(OC2CCN(C(=O)OC(C)(C)C)CC2)c(F)c1. Reaction SMILES: [F:1][c:2]1[c:3]([OH:10])[cH:4][cH:5][c:6]([S:8][CH3:9])[cH:7]1.[O:44]=[C:45]([O:46][CH2:47][CH3:48])[N:49]=[N:50][C:51]([O:52][CH2:53][CH3:54])=[O:55].[O:56]1[CH2:57][CH2:58][CH2:59][CH2:60]1.[OH2:61].[OH:11][CH:12]1[CH2:13][CH2:14][N:15]([C:18](=[O:19])[O:20][C:21]([CH3:22])([CH3:23])[CH3:24])[CH2:16][CH2:17]1.[c:25]1([P:26]([c:27]2[cH:28][cH:29][cH:30][cH:31][cH:32]2)[c:33]2[cH:34][cH:35][cH:36][cH:37][cH:38]2)[cH:39][cH:40][cH:41][cH:42][cH:43]1>>[F:1][c:2]1[c:3]([O:10][CH:12]2[CH2:13][CH2:14][N:15]([C:18](=[O:19])[O:20][C:21]([CH3:22])([CH3:23])[CH3:24])[CH2:16][CH2:17]2)[cH:4][cH:5][c:6]([S:8][CH3:9])[cH:7]1. The reactants are C1CCOC1, COc1ccccc1N(CCN1CCC(C(=O)c2ccc(F)cc2)CC1)C(=O)c1ccc(CO)cc1, O=C1CCC(=O)N1, CCOC(=O)N=NC(=O)OCC, O, c1ccc(P(c2ccccc2)c2ccccc2)cc1. Yields the product COc1ccccc1N(CCN1CCC(C(=O)c2ccc(F)cc2)CC1)C(=O)c1ccc(CN2C(=O)CCC2=O)cc1. Reaction SMILES: [CH2:75]1[O:76][CH2:77][CH2:78][CH2:79]1.[F:1][c:2]1[cH:3][cH:4][c:5]([C:6](=[O:7])[CH:8]2[CH2:9][CH2:10][N:11]([CH2:14][CH2:15][N:16]([C:17]([c:18]3[cH:19][cH:20][c:21]([CH2:24][OH:25])[cH:22][cH:23]3)=[O:26])[c:27]3[c:28]([O:33][CH3:34])[cH:29][cH:30][cH:31][cH:32]3)[CH2:12][CH2:13]2)[cH:35][cH:36]1.[O:37]=[C:38]1[CH2:39][CH2:40][C:41](=[O:42])[NH:43]1.[O:63]=[C:64]([O:65][CH2:66][CH3:67])[N:68]=[N:69][C:70]([O:71][CH2:72][CH3:73])=[O:74].[OH2:80].[c:44]1([P:45]([c:46]2[cH:47][cH:48][cH:49][cH:50][cH:51]2)[c:52]2[cH:53][cH:54][cH:55][cH:56][cH:57]2)[cH:58][cH:59][cH:60][cH:61][cH:62]1>>[F:1][c:2]1[cH:3][cH:4][c:5]([C:6](=[O:7])[CH:8]2[CH2:9][CH2:10][N:11]([CH2:14][CH2:15][N:16]([C:17]([c:18]3[cH:19][cH:20][c:21]([CH2:24][N:43]4[C:38](=[O:37])[CH2:39][CH2:40][C:41]4=[O:42])[cH:22][cH:23]3)=[O:26])[c:27]3[c:28]([O:33][CH3:34])[cH:29][cH:30][cH:31][cH:32]3)[CH2:12][CH2:13]2)[cH:35][cH:36]1. Reactants: O1[C@@H](COC2=CC=CC=3NC4=CC=CC=C4C23)C1 ((R)-(−)-4-(2,3-Epoxypropoxy)-carbazole), COC1=C(CN)C=CC(=C1)OC (2,4-dimethoxybenzylamine). Solvent: CCOC(=O)C.CC(C)O (EtOAc IPA). Run at temperature 85 celsius, time 6 hour. The product is C1=CC=C(C=2C3=CC=CC=C3NC12)OC[C@@H](CNCC1=C(C=C(C=C1)OC)OC)O ((2R)-1-(9H-carbazol-4-yloxy)-3-[(2,4-dimethoxy-benzyl)amino]propan-2-ol). The yield is 46.7%. Reaction SMILES: [O:1]1[CH2:18][C@@H:2]1[CH2:3][O:4][C:5]1[C:17]2[C:16]3[C:11](=[CH:12][CH:13]=[CH:14][CH:15]=3)[NH:10][C:9]=2[CH:8]=[CH:7][CH:6]=1.[CH3:19][O:20][C:21]1[CH:28]=[C:27]([O:29][CH3:30])[CH:26]=[CH:25][C:22]=1[CH2:23][NH2:24]>CCOC(C)=O.CC(O)C>[CH:8]1[C:9]2[NH:10][C:11]3[C:16](=[CH:15][CH:14]=[CH:13][CH:12]=3)[C:17]=2[C:5]([O:4][CH2:3][C@H:2]([OH:1])[CH2:18][NH:24][CH2:23][C:22]2[CH:25]=[CH:26][C:27]([O:29][CH3:30])=[CH:28][C:21]=2[O:20][CH3:19])=[CH:6][CH:7]=1 |f:2.3|. Reported procedure: To a solution of (R)-(−)-4-(2,3-Epoxypropoxy)-carbazole (7 g, 0.029 mole) in EtOAc/IPA (40/80 mL) was added 2,4-dimethoxybenzylamine (8.7 mL, 0.058 mole) and the reaction mixture was slowly heated to 80-90° C. and then refluxed for 5 hours. Subsequently the reaction mixture was concentrated to half its volume, and cooled to room temperature to give a colorless solid. The solid was filtered, re-dissolved in EtOAc (60 mL) by refluxing, concentrated to 40 mL and the colorless precipitate formed on ... Starting materials: NCC(=O)NC1=CC=C(C=C1)N1N=C(C=C1C=1C=CC=2C=CC3=CC=CC=C3C2C1)C(=O)NC(C)C (1-(4-(2-Aminoacetamido) phenyl)-N-isopropyl-5-(phenanthren-3-yl)-1H-pyrazole-3-carboxamide), [H-].[Na+] (sodium hydride), Cl (HCl), C1=CC(=CC=2C3=CC=CC=C3C=CC12)C(C)=O (1-(phenanthren-3-yl)ethanone), C(C(=O)OCC)(=O)OCC (diethyl oxalate). The solvent is CO (MeOH). Run at time 4 hour. The product is O\C(=C/C(C(=O)OC)=O)\C=1C=CC=2C=CC3=CC=CC=C3C2C1 ((Z)-methyl 4-hydroxy-2-oxo-4-(phenanthren-3-yl)but-3-enoate). The yield is 80.0%. As a reaction SMILES: NCC(NC1C=CC(N2C(C3C=CC4C=CC5C(C=4C=3)=CC=CC=5)=CC(C(NC(C)C)=O)=N2)=CC=1)=O.[CH:37]1[C:50]2[CH:49]=[CH:48][C:47]3[C:42](=[CH:43][CH:44]=[CH:45][CH:46]=3)[C:41]=2[CH:40]=[C:39]([C:51](=[O:53])[CH3:52])[CH:38]=1.[C:54](OCC)(=[O:60])[C:55]([O:57][CH2:58]C)=[O:56].[H-].[Na+].Cl>CO>[OH:53]/[C:51](/[C:39]1[CH:38]=[CH:37][C:50]2[CH:49]=[CH:48][C:47]3[C:42]([C:41]=2[CH:40]=1)=[CH:43][CH:44]=[CH:45][CH:46]=3)=[CH:52]\[C:54](=[O:60])[C:55]([O:57][CH3:58])=[O:56] |f:3.4|. Procedure details: 1-(4-(2-Aminoacetamido) phenyl)-N-isopropyl-5-(phenanthren-3-yl)-1H-pyrazole-3-carboxamide (15)Step a. To the mixture of 1-(phenanthren-3-yl)ethanone (1; 6.6 g, 30 mmol) and diethyl oxalate (2 ml) in MeOH (100 mL) was added sodium hydride (2.9 g, 120 mmol) portion-wise within 10 min. The reaction mixture was stirred at room temperature for 4 h, cooled down to 0° C. and acidified with 2N HCl. The precipitate was collected, washed with cold ethanol and dried to yield (Z)-methyl 4-hydroxy-2-oxo-4-(... Starting materials: C(=O)NC=1SC=C(N1)C(C(=O)O)=NOCC(=O)OC(C)(C)C (2-(2-formamidothiazol-4-yl)-2-(tert-butoxycarbonylmethoxyimino)acetic acid), P(=O)(Cl)(Cl)Cl (phosphoryl chloride), NC1[C@@H]2N(C(=CCS2)C(=O)O)C1=O (7-amino-3-cephem-4-carboxylic acid), C[Si](C)(C)C(C(=O)N)[Si](C)(C)C (bis(trimethylsilyl)acetamide). Solvent: C(C)(=O)OCC (ethyl acetate), C(C)(=O)OCC (ethyl acetate), CN(C=O)C (N,N-dimethylformamide). The product is C(=O)NC=1SC=C(N1)C(C(=O)NC1[C@@H]2N(C(=CCS2)C(=O)O)C1=O)=NOCC(=O)OC(C)(C)C (7-[2-(2-formamidothiazol-4-yl)-2-(tert-butoxycarbonylmethoxyimino)acetamido]-3-cephem-4-carboxylic acid). Yield: 58.3%. RXN SMILES: [CH:1]([NH:3][C:4]1[S:5][CH:6]=[C:7]([C:9](=[N:13][O:14][CH2:15][C:16]([O:18][C:19]([CH3:22])([CH3:21])[CH3:20])=[O:17])[C:10]([OH:12])=O)[N:8]=1)=[O:2].P(Cl)(Cl)(Cl)=O.[NH2:28][CH:29]1[C:39](=[O:40])[N:31]2[C:32]([C:36]([OH:38])=[O:37])=[CH:33][CH2:34][S:35][C@H:30]12.C[Si](C([Si](C)(C)C)C(N)=O)(C)C>C(OCC)(=O)C.CN(C)C=O>[CH:1]([NH:3][C:4]1[S:5][CH:6]=[C:7]([C:9](=[N:13][O:14][CH2:15][C:16]([O:18][C:19]([CH3:22])([CH3:21])[CH3:20])=[O:17])[C:10]([NH:28][CH:29]2[C:39](=[O:40])[N:31]3[C:32]([C:36]([OH:38])=[O:37])=[CH:33][CH2:34][S:35][C@H:30]23)=[O:12])[N:8]=1)=[O:2]. Reported procedure: A solution of 2-(2-formamidothiazol-4-yl)-2-(tert-butoxycarbonylmethoxyimino)acetic acid (syn isomer, 3.2 g.), N,N-dimethylformamide (0.852 g.) and phosphoryl chloride (1.79 g.) in ethyl acetate (34 ml.) and a solution of 7-amino-3-cephem-4-carboxylic acid (1.95 g.) and bis(trimethylsilyl)acetamide (9.9 g.) in ethyl acetate (19.5 ml.) were treated in a similar manner to that of Example 15-(1) to give 7-[2-(2-formamidothiazol-4-yl)-2-(tert-butoxycarbonylmethoxyimino)acetamido]-3-cephem-4-carboxyl...